Dataset: the Open Reaction Database (ORD), a public repository of structured organic reaction records. Task: describe an organic reaction: reactants, conditions, products, and yield Starting materials: CCOC(C)=O, COc1cc([N+](=O)[O-])ccc1Cl, O, OC1CCNC1. Product: COc1cc([N+](=O)[O-])ccc1N1CCC(O)C1. Reaction SMILES: [CH3:20][CH2:21][O:22][C:23](=[O:24])[CH3:25].[Cl:1][c:2]1[c:3]([O:11][CH3:12])[cH:4][c:5]([N+:8](=[O:9])[O-:10])[cH:6][cH:7]1.[OH2:19].[OH:13][CH:14]1[CH2:15][NH:16][CH2:17][CH2:18]1>>[c:2]1([N:16]2[CH2:15][CH:14]([OH:13])[CH2:18][CH2:17]2)[c:3]([O:11][CH3:12])[cH:4][c:5]([N+:8](=[O:9])[O-:10])[cH:6][cH:7]1. The reactants are NC=1SC=C(N1)CC(=O)O ((2-aminothiazol-4-yl)acetic acid), C(C)(C)(C)[N+]#[C-] (tert-butylisonitrile), C(C1=CC=CO1)=O (furfural). The solvent is Cl(=O)(=O)(=O)O (perchloric acid). Product: C(C)(C)(C)NC1=C(N=C2SC=C(N21)CC(=O)O)C=2OC=CC2 ((5-tert-Butylamino-6-furan-2-yl-imidazo[2,1-b]thiazol-3-yl)-acetic acid). As a reaction SMILES: [NH2:1][C:2]1[S:3][CH:4]=[C:5]([CH2:7][C:8]([OH:10])=[O:9])[N:6]=1.[C:11]([N+:15]#[C-:16])([CH3:14])([CH3:13])[CH3:12].[CH:17](=O)[C:18]1[O:22][CH:21]=[CH:20][CH:19]=1>Cl(O)(=O)(=O)=O>[C:11]([NH:15][C:16]1[N:6]2[C:2]([S:3][CH:4]=[C:5]2[CH2:7][C:8]([OH:10])=[O:9])=[N:1][C:17]=1[C:18]1[O:22][CH:21]=[CH:20][CH:19]=1)([CH3:14])([CH3:13])[CH3:12]. Procedure details: Compound 3 was prepared in accordance with the general synthesis instructions from 1.0 ml (0.1 mmol) (2-aminothiazol-4-yl)acetic acid solution (0.1 M, MC), 0.575 ml (0.115 mmol) tert-butylisonitrile solution (0.2 M, MC), 0.500 ml (0.15 mmol) furfural solution (0.3 M, MC) and 10 μl perchloric acid (w=20%) in a substance library. The reactants are [BH-](OC(=O)C)(OC(=O)C)OC(=O)C.[Na+] (NaBH(OAc)3), O(C1=CC=CC=C1)C=1C=C(C=CC1)C1=NOC(=C1)CCC=O (3-[3-(3-phenoxyphenyl)isoxazol-5-yl]propanal), Cl.ClC1=C(C=CC=C1)N1CCCCC1 ((2-chlorophenyl)piperidine HCl), C(C)(C)N(CC)C(C)C (diisopropylethyl amine). The solvent is C(Cl)Cl (methylene chloride). Product: ClC1=C(C=CC=C1)N1CCN(CC1)CCCC1=CC(=NO1)C1=CC(=CC=C1)OC1=CC=CC=C1 (1-(5-{3-[4-(2-Chlorophenyl)piperazinyl]propyl}isoxazol-3-yl)-3-phenoxybenzene). Isolated yield 92.7%. As a reaction SMILES: [O:1]([C:8]1[CH:9]=[C:10]([C:14]2[CH:18]=[C:17]([CH2:19][CH2:20][CH:21]=O)[O:16][N:15]=2)[CH:11]=[CH:12][CH:13]=1)[C:2]1[CH:7]=[CH:6][CH:5]=[CH:4][CH:3]=1.Cl.[Cl:24][C:25]1[CH:30]=[CH:29][CH:28]=[CH:27][C:26]=1[N:31]1[CH2:36][CH2:35]C[CH2:33][CH2:32]1.C([N:40](C(C)C)CC)(C)C.[BH-](OC(C)=O)(OC(C)=O)OC(C)=O.[Na+]>C(Cl)Cl>[Cl:24][C:25]1[CH:30]=[CH:29][CH:28]=[CH:27][C:26]=1[N:31]1[CH2:36][CH2:35][N:40]([CH2:21][CH2:20][CH2:19][C:17]2[O:16][N:15]=[C:14]([C:10]3[CH:11]=[CH:12][CH:13]=[C:8]([O:1][C:2]4[CH:3]=[CH:4][CH:5]=[CH:6][CH:7]=4)[CH:9]=3)[CH:18]=2)[CH2:33][CH2:32]1 |f:1.2,4.5|. Procedure details: About 2 min after dissolving 3-[3-(3-phenoxyphenyl)isoxazol-5-yl]propanal (40.8 mg, 0.14 mmol), (2-chlorophenyl)piperidine HCl (27.0 mg, 0.12 mmol), and diisopropylethyl amine (20.2, 0.12 mmol) in 2 mL of dry methylene chloride, were added NaBH(OAc)3 (73.8 mg, 0.35 mmol) and molecular sieves (5 beads). The reaction mixture was reacted for 22 hr and followed the same processes as in Example 1 to obtain 52.7 mg (95.6%) of the target compound. The reactants are [N+](=O)(O)[O-] (nitric acid), C(C)OC=1C=C(C=O)C=CC1OCC (3,4-diethoxybenzaldehyde). The solvent is ClCCCl (1,2-dichloroethane). Run at temperature 0 celsius. The product is C(C)OC1=CC(=C(C=O)C=C1OCC)[N+](=O)[O-] (4,5-diethoxy-2-nitro-benzaldehyde). Reaction SMILES: [N+:1]([O-:4])(O)=[O:2].[CH2:5]([O:7][C:8]1[CH:9]=[C:10]([CH:13]=[CH:14][C:15]=1[O:16][CH2:17][CH3:18])[CH:11]=[O:12])[CH3:6]>ClCCCl>[CH2:17]([O:16][C:15]1[C:8]([O:7][CH2:5][CH3:6])=[CH:9][C:10]([CH:11]=[O:12])=[C:13]([N+:1]([O-:4])=[O:2])[CH:14]=1)[CH3:18]. Procedure: 2.13 ml of fuming nitric acid were added within 30 minutes to a solution, cooled to −30° C. of 10 g of 3,4-diethoxybenzaldehyde in 185 ml of 1,2-dichloroethane. Subsequently, the reaction mixture was left to warm to 0° C. and was poured on to ice. The product was isolated by extraction. There were obtained 12.06 g of 4,5-diethoxy-2-nitro-benzaldehyde. Reactants: NCCC1=C(C=CC=C1)CNC(=O)COC1CN(CCC1C1=CC=C(C=C1)OCCCOCC1=C(C=CC=C1)OC)C(=O)OC(C)(C)C (tert-butyl 3-({[2-(2-aminoethyl)phenyl]methylcarbamoyl}methoxy)-4-{4-[3-(2-methoxybenzyloxy)propoxy]phenyl}piperidine-1-carboxylate), C(C)(=O)Cl (acetyl chloride). Run in ClCCl (dichloromethane), C(C)N(CC)CC (triethylamine), ClCCl (dichloromethane). Conditions: time 17 hour. Yields the product C(C)(=O)NCCC1=C(C=CC=C1)CNC(=O)COC1CN(CCC1C1=CC=C(C=C1)OCCCOCC1=C(C=CC=C1)OC)C(=O)OC(C)(C)C (tert-Butyl 3-({[2-(2-acetylaminoethyl)phenyl]methylcarbamoyl}methoxy)-4-{4-[3-(2-methoxybenzyloxy)propoxy]phenyl}piperidine-1-carboxylate), SiO2. As a reaction SMILES: [NH2:1][CH2:2][CH2:3][C:4]1[CH:9]=[CH:8][CH:7]=[CH:6][C:5]=1[CH2:10][NH:11][C:12]([CH2:14][O:15][CH:16]1[CH:21]([C:22]2[CH:27]=[CH:26][C:25]([O:28][CH2:29][CH2:30][CH2:31][O:32][CH2:33][C:34]3[CH:39]=[CH:38][CH:37]=[CH:36][C:35]=3[O:40][CH3:41])=[CH:24][CH:23]=2)[CH2:20][CH2:19][N:18]([C:42]([O:44][C:45]([CH3:48])([CH3:47])[CH3:46])=[O:43])[CH2:17]1)=[O:13].[C:49](Cl)(=[O:51])[CH3:50]>ClCCl.C(N(CC)CC)C>[C:49]([NH:1][CH2:2][CH2:3][C:4]1[CH:9]=[CH:8][CH:7]=[CH:6][C:5]=1[CH2:10][NH:11][C:12]([CH2:14][O:15][CH:16]1[CH:21]([C:22]2[CH:27]=[CH:26][C:25]([O:28][CH2:29][CH2:30][CH2:31][O:32][CH2:33][C:34]3[CH:39]=[CH:38][CH:37]=[CH:36][C:35]=3[O:40][CH3:41])=[CH:24][CH:23]=2)[CH2:20][CH2:19][N:18]([C:42]([O:44][C:45]([CH3:48])([CH3:47])[CH3:46])=[O:43])[CH2:17]1)=[O:13])(=[O:51])[CH3:50]. Reported procedure: A solution of 0.49 g of tert-butyl 3-({[2-(2-aminoethyl)phenyl]methylcarbamoyl}methoxy)-4-{4-[3-(2-methoxybenzyloxy)propoxy]phenyl}piperidine-1-carboxylate in 10 ml of dichloromethane and 0.22 ml of triethylamine is admixed at 0° C. with 0.15 ml of acetyl chloride and stirred at room temperature over 17 hours. The reaction mixture is diluted with dichloromethane, washed with 1N HCl (2×), dried over sodium sulphate and concentrated by evaporation. The title compound is obtained as a colourless oi...